From a dataset of the Open Reaction Database (ORD), a public repository of structured organic reaction records. describe an organic reaction: reactants, conditions, products, and yield The reactants are C12CN(CC2O1)C(=O)OCC1=CC=CC=C1 (benzyl 6-oxa-3-azabicyclo[3.1.0]hexane-3-carboxylate), N1=CC=CC=C1.F (pyridine hydrogen fluoride), Teflon. The solvent is ClCCl (dichloromethane). Reaction conditions: time 8 hour. Product: F[C@@H]1CN(C[C@H]1O)C(=O)OCC1=CC=CC=C1 ((trans)-benzyl 3-fluoro-4-hydroxypyrrolidine-1-carboxylate). As a reaction SMILES: [CH:1]12[O:6][CH:5]1[CH2:4][N:3]([C:7]([O:9][CH2:10][C:11]1[CH:16]=[CH:15][CH:14]=[CH:13][CH:12]=1)=[O:8])[CH2:2]2.N1C=CC=CC=1.[FH:23]>ClCCl>[F:23][C@H:1]1[C@H:5]([OH:6])[CH2:4][N:3]([C:7]([O:9][CH2:10][C:11]2[CH:16]=[CH:15][CH:14]=[CH:13][CH:12]=2)=[O:8])[CH2:2]1 |f:1.2|. Procedure details: benzyl 6-oxa-3-azabicyclo[3.1.0]hexane-3-carboxylate (10.5 g, 47.9 mmol) and pyridine-hydrogen fluoride (14.2 g, 144.0 mmol) were added to a Teflon bottle containing dichloromethane and stirred vigorously overnight. After 20 hours, the reaction was slowly and carefully quenched with excess saturated solution of NaHCO3 over several minutes and allowed to stir for one hour, and then the organic layer was isolated and washed with NaHCO3 and a solution of brine. The combined organic layers were drie...